Dataset: the Open Reaction Database (ORD), a public repository of structured organic reaction records. Task: describe an organic reaction: reactants, conditions, products, and yield Reactants: CC1(C)OB(c2cnc(N)nc2)OC1(C)C, CC1COCCN1c1nc(Cl)nc2c1ncn2CC(F)(F)F, [Na+], [Na+], O=C([O-])[O-], C1COCCO1, O. The product is CC1COCCN1c1nc(-c2cnc(N)nc2)nc2c1ncn2CC(F)(F)F. RXN SMILES: [CH3:29][C:30]1([CH3:31])[C:32]([CH3:33])([CH3:34])[O:35][B:36]([c:37]2[cH:38][n:39][c:40]([NH2:43])[n:41][cH:42]2)[O:44]1.[Cl:7][c:8]1[n:9][c:10]([N:22]2[CH:23]([CH3:28])[CH2:24][O:25][CH2:26][CH2:27]2)[c:11]2[n:12][cH:13][n:14]([CH2:17][C:18]([F:19])([F:20])[F:21])[c:15]2[n:16]1.[Na+:45].[Na+:46].[O-:47][C:48](=[O:49])[O-:50].[O:1]1[CH2:2][CH2:3][O:4][CH2:5][CH2:6]1.[OH2:51]>>[c:8]1(-[c:37]2[cH:38][n:39][c:40]([NH2:43])[n:41][cH:42]2)[n:9][c:10]([N:22]2[CH:23]([CH3:28])[CH2:24][O:25][CH2:26][CH2:27]2)[c:11]2[n:12][cH:13][n:14]([CH2:17][C:18]([F:19])([F:20])[F:21])[c:15]2[n:16]1. Reaction SMILES: [C:1]1([S:7][C:8]2[CH:17]=[C:16]3[C:11]([CH2:12][CH2:13][CH2:14][C:15]3=[O:18])=[CH:10][CH:9]=2)[CH:6]=[CH:5][CH:4]=[CH:3][CH:2]=1.[OH:19]OS([O-])=O.[K+].[OH2:25]>CO>[C:1]1([S:7]([C:8]2[CH:17]=[C:16]3[C:11]([CH2:12][CH2:13][CH2:14][C:15]3=[O:18])=[CH:10][CH:9]=2)(=[O:19])=[O:25])[CH:6]=[CH:5][CH:4]=[CH:3][CH:2]=1 |f:1.2|. Run in CO (MeOH). Yields the product C1(=CC=CC=C1)S(=O)(=O)C1=CC=C2CCCC(C2=C1)=O (7-benzenesulfonyl-3,4-dihydro-2H-naphthalen-1-one). The yield is 59.0%. Procedure details: 7-Phenylsulfanyl-3,4-dihydro-2H-naphthalen-1-one ( ) was dissolved in 50 mL of MeOH and stirred at room temperature. OXONE™ (13.5 g, 22 mmol) was dissolved in 10 mL of water and added to the stirring reaction. The reaction mixture was stirred for 8 hours, and then evaporated under reduced pressure. The resulting aqueous residue was diluted with 200 mL of water and extracted three times with 100 mL of EtOAc. The combined extracts were dried over MgSO4, and the solvent was removed under reduced pr... Starting materials: OOS(=O)[O-].[K+] (OXONE), O (water), C1(=CC=CC=C1)SC1=CC=C2CCCC(C2=C1)=O (7-Phenylsulfanyl-3,4-dihydro-2H-naphthalen-1-one). Reactants: ClC1=CC(=C(CN2N=CC3=CC(=CC=C23)\C=C/2\C(N(C(S2)=O)CC(=O)O)=O)C=C1)C(F)(F)F ([(5Z)-5-({1-[4-Chloro-2-(trifluoromethyl)benzyl]-1H-indazol-5-yl}methylidene)-2,4-dioxo-1,3-thiazolidin-3-yl]acetic acid), CN(S(=O)(=O)N)C (N,N-dimethylsulfamide). Yields the product ClC1=CC(=C(CN2N=CC3=CC(=CC=C23)\C=C/2\C(N(C(S2)=O)CC(=O)NS(N(C)C)(=O)=O)=O)C=C1)C(F)(F)F (2-[(5Z)-5-({1-[4-Chloro-2-(trifluoromethyl)benzyl]-1H-indazol-5-yl}methylidene)-2,4-dioxo-1,3-thiazolidin-3-yl]-N-(dimethylsulfamoyl)acetamide). As a reaction SMILES: [Cl:1][C:2]1[CH:29]=[CH:28][C:5]([CH2:6][N:7]2[C:15]3[C:10](=[CH:11][C:12](/[CH:16]=[C:17]4/[C:18](=[O:27])[N:19]([CH2:23][C:24]([OH:26])=O)[C:20](=[O:22])[S:21]/4)=[CH:13][CH:14]=3)[CH:9]=[N:8]2)=[C:4]([C:30]([F:33])([F:32])[F:31])[CH:3]=1.[CH3:34][N:35]([CH3:40])[S:36]([NH2:39])(=[O:38])=[O:37]>>[Cl:1][C:2]1[CH:29]=[CH:28][C:5]([CH2:6][N:7]2[C:15]3[C:10](=[CH:11][C:12](/[CH:16]=[C:17]4/[C:18](=[O:27])[N:19]([CH2:23][C:24]([NH:39][S:36](=[O:38])(=[O:37])[N:35]([CH3:40])[CH3:34])=[O:26])[C:20](=[O:22])[S:21]/4)=[CH:13][CH:14]=3)[CH:9]=[N:8]2)=[C:4]([C:30]([F:33])([F:31])[F:32])[CH:3]=1. Procedure details: 2-[(5Z)-5-({1-[4-Chloro-2-(trifluoromethyl)benzyl]-1H-indazol-5-yl}methylidene)-2,4-dioxo-1,3-thiazolidin-3-yl]-N-(dimethylsulfamoyl)acetamide was prepared from [(5Z)-5-({1-[4-chloro-2-(trifluoromethyl)benzyl]-1H-indazol-5-yl}methylidene)-2,4-dioxo-1,3-thiazolidin-3-yl]acetic acid (Example 4) and N,N-dimethylsulfamide following General Procedure L. Starting materials: C(C1=CC=CC=C1)OC1=CC=C(C=C1)C1=NN(C=C1C1=CC=NC=C1)C (4-[3-(4-Benzyloxy-phenyl)-1-methyl-1H-pyrazol4-yl]-pyridine), C(C1=CC=CC=C1)OC1=CC(=C(C=C1)C(CC1=CC=NC=C1)=O)F (1-(4-Benzyloxy-2-fluoro-phenyl)-2-pyridin4-yl-ethanone). Reported procedure: Following the procedure for the preparation of 4-[3-(4-Benzyloxy-phenyl)-1-methyl-1H-pyrazol4-yl]-pyridine but substituting 1-(4-Benzyloxy-2-fluoro-phenyl)-2-pyridin4-yl-ethanone provided the title compound. MS: (M+H m/z=360.1). Reaction SMILES: [CH2:1]([O:8][C:9]1[CH:14]=[CH:13][C:12]([C:15]2[C:19]([C:20]3[CH:25]=[CH:24][N:23]=[CH:22][CH:21]=3)=[CH:18][N:17]([CH3:26])[N:16]=2)=[CH:11][CH:10]=1)[C:2]1[CH:7]=[CH:6][CH:5]=[CH:4][CH:3]=1.C(OC1C=CC(C(=O)CC2C=CN=CC=2)=C([F:50])C=1)C1C=CC=CC=1>>[CH2:1]([O:8][C:9]1[CH:10]=[CH:11][C:12]([C:15]2[C:19]([C:20]3[CH:21]=[CH:22][N:23]=[CH:24][CH:25]=3)=[CH:18][N:17]([CH3:26])[N:16]=2)=[C:13]([F:50])[CH:14]=1)[C:2]1[CH:3]=[CH:4][CH:5]=[CH:6][CH:7]=1. Yields the product C(C1=CC=CC=C1)OC1=CC(=C(C=C1)C1=NN(C=C1C1=CC=NC=C1)C)F (4-[3-(4-Benzyloxy-2-fluoro-phenyl)-l -methyl-1H-pyrazol-4-yl]-pyridine). Starting materials: O=c1ccc(Cl)n[nH]1, CC(c1ccc(B2OC(C)(C)C(C)(C)O2)cc1)N1CCC(CCCO)(c2ccc(F)cc2)OC1=O. Yields the product CC(c1ccc(-c2ccc(=O)[nH]n2)cc1)N1CCC(CCCO)(c2ccc(F)cc2)OC1=O. As a reaction SMILES: [Cl:36][c:37]1[cH:38][cH:39][c:40](=[O:43])[nH:41][n:42]1.[F:1][c:2]1[cH:3][cH:4][c:5]([C:8]2([CH2:32][CH2:33][CH2:34][OH:35])[CH2:9][CH2:10][N:11]([CH:15]([CH3:16])[c:17]3[cH:18][cH:19][c:20]([B:23]4[O:24][C:25]([CH3:26])([CH3:27])[C:28]([CH3:29])([CH3:30])[O:31]4)[cH:21][cH:22]3)[C:12](=[O:14])[O:13]2)[cH:6][cH:7]1>>[F:1][c:2]1[cH:3][cH:4][c:5]([C:8]2([CH2:32][CH2:33][CH2:34][OH:35])[CH2:9][CH2:10][N:11]([CH:15]([CH3:16])[c:17]3[cH:18][cH:19][c:20](-[c:37]4[cH:38][cH:39][c:40](=[O:43])[nH:41][n:42]4)[cH:21][cH:22]3)[C:12](=[O:14])[O:13]2)[cH:6][cH:7]1. Starting materials: [H-].[Na+] (Sodium hydride), O\N=C(/CCCC(=O)OCC)\C1=CC=CC=C1 (ethyl E-5-hydroxyimino-5-phenylpentanoate), ClCC1=CC=C(OCC=2N=C(OC2C)C2=CC=CC=C2)C=C1 (4-(4-chloromethylphenoxymethyl)-5-methyl-2-phenyloxazole), Cl (HCl), C([O-])(O)=O.[Na+] (sodium bicarbonate). Run in CN(C=O)C (N,N-dimethylformamide). Run at time 1 hour. Yields the product CC1=C(N=C(O1)C1=CC=CC=C1)COC1=CC=C(CO\N=C(/CCCC(=O)O)\C2=CC=CC=C2)C=C1 (E-5-[4-(5-methyl-2-phenyl-4-oxazolylmethoxy)benzyloxyimino]-5-phenylpentanoic acid). Isolated yield 80.3%. RXN SMILES: [H-].[Na+].[OH:3]/[N:4]=[C:5](/[C:14]1[CH:19]=[CH:18][CH:17]=[CH:16][CH:15]=1)\[CH2:6][CH2:7][CH2:8][C:9]([O:11]CC)=[O:10].Cl[CH2:21][C:22]1[CH:41]=[CH:40][C:25]([O:26][CH2:27][C:28]2[N:29]=[C:30]([C:34]3[CH:39]=[CH:38][CH:37]=[CH:36][CH:35]=3)[O:31][C:32]=2[CH3:33])=[CH:24][CH:23]=1.Cl.C(=O)(O)[O-].[Na+]>CN(C)C=O>[CH3:33][C:32]1[O:31][C:30]([C:34]2[CH:35]=[CH:36][CH:37]=[CH:38][CH:39]=2)=[N:29][C:28]=1[CH2:27][O:26][C:25]1[CH:24]=[CH:23][C:22]([CH2:21][O:3]/[N:4]=[C:5](/[C:14]2[CH:15]=[CH:16][CH:17]=[CH:18][CH:19]=2)\[CH2:6][CH2:7][CH2:8][C:9]([OH:11])=[O:10])=[CH:41][CH:40]=1 |f:0.1,5.6|. Reported procedure: Sodium hydride (60% in oil, 153 mg) was added under a nitrogen atmosphere to a solution of ethyl E-5-hydroxyimino-5-phenylpentanoate (751 mg) and 4-(4-chloromethylphenoxymethyl)-5-methyl-2-phenyloxazole (1.00 g) in N,N-dimethylformamide (10 ml) at room temperature and the mixture was stirred for 1 hour. After adding 1N HCl (5 ml), aqueous sodium bicarbonate was added, and then the mixture was extracted with ethyl acetate. The ethyl acetate layer was washed with saturated aqueous sodium chloride,... Reactants: C(C=C)C1=C(C=CC(=C1)C)O (2-allyl-4-methylphenol), Sudan III, Sudan III, [BH4-].[Na+] (sodium borohydride), O=[O+][O-] (Ozone), Cl (HCl). Run in CO (CH3OH). The product is OC1=C(C=C(C=C1)C)CCO (2-(2-hydroxy-5-methylphenyl)ethanol). The yield is 96.0%. As a reaction SMILES: [CH2:1]([C:4]1[CH:9]=[C:8]([CH3:10])[CH:7]=[CH:6][C:5]=1[OH:11])[CH:2]=C.[O:12]=[O+][O-].[BH4-].[Na+].Cl>CO>[OH:11][C:5]1[CH:6]=[CH:7][C:8]([CH3:10])=[CH:9][C:4]=1[CH2:1][CH2:2][OH:12] |f:2.3|. Reported procedure: A solution of 8.34 g (0.05 mol) of 2-allyl-4-methylphenol in 420 ml of CH3OH containing a few crystals of Sudan III indicator was cooled to -78° C. Ozone was passed through this solution until a color change of the Sudan III indicator showed that the ozonization reaction was complete. Solid sodium borohydride (6.4 g) was added in small portions to the cold solution. When this addition was complete, the solution was allowed to warm to room temperature overnight. The solution was made acid by the ... Reactants: O=C([O-])O, [Li]CCCC, CI, CCCCCC, CCOCC, CC(C)NC(C)C, Clc1cncc(Cl)c1, [Na+], C1CCOC1. Yields the product Cc1c(Cl)cncc1Cl. As a reaction SMILES: [C:23](=[O:24])([OH:25])[O-:26].[CH2:8]([Li:9])[CH2:10][CH2:11][CH3:12].[CH3:21][I:22].[CH3:33][CH2:34][CH2:35][CH2:36][CH2:37][CH3:38].[CH3:39][CH2:40][O:41][CH2:42][CH3:43].[CH:1]([NH:2][CH:3]([CH3:4])[CH3:5])([CH3:6])[CH3:7].[Cl:13][c:14]1[cH:15][n:16][cH:17][c:18]([Cl:20])[cH:19]1.[Na+:27].[O:28]1[CH2:29][CH2:30][CH2:31][CH2:32]1>>[CH3:1][c:19]1[c:14]([Cl:13])[cH:15][n:16][cH:17][c:18]1[Cl:20]. Starting materials: FC1=CC=C(C=C1)C=1N=C2N(C=CN=C2)C1 (2-(4-fluorophenyl)imidazo[1,2-a]pyrazine), BrN1C(CCC1=O)=O (N-bromosuccinimide). The solvent is C(Cl)Cl (DCM). Run at time 20 minute. The product is BrC1=C(N=C2N1C=CN=C2)C2=CC=C(C=C2)F (3-Bromo-2-(4-fluorophenyl)imidazo[1,2-a]pyrazine). RXN SMILES: [F:1][C:2]1[CH:7]=[CH:6][C:5]([C:8]2[N:9]=[C:10]3[CH:15]=[N:14][CH:13]=[CH:12][N:11]3[CH:16]=2)=[CH:4][CH:3]=1.[Br:17]N1C(=O)CCC1=O>C(Cl)Cl>[Br:17][C:16]1[N:11]2[CH:12]=[CH:13][N:14]=[CH:15][C:10]2=[N:9][C:8]=1[C:5]1[CH:4]=[CH:3][C:2]([F:1])=[CH:7][CH:6]=1. Procedure: To a solution of 2-(4-fluorophenyl)imidazo[1,2-a]pyrazine (Preparation #2, 0.176 g, 0.783 mmol) in DCM (3 mL) was added N-bromosuccinimide (0.153 g, 0.862 mmol) dropwise. After about 20 minutes, the mixture was concentrated under reduced pressure and purified by flash silica gel chromatography using EtOAc as the eluent to yield the title compound (0.130 g, 54%>: LC/MS (Table 1, Method a) Rt=2.0 min; MS m/z: 294.2 (M+H)+.